This data is from the Open Reaction Database (ORD), a public repository of structured organic reaction records. The task is: describe an organic reaction: reactants, conditions, products, and yield Reactants: C(C)(C)(C)OC(=O)NC1=C(N=C(S1)C(=C)C)C(=O)O (5-(tert-butoxycarbonylamino)-2-(prop-1-en-2-yl)thiazole-4-carboxylic acid), NC=1C=NC=CC1N1C[C@H](CCC1)NC(OC(C)(C)C)=O ((S)-tert-butyl 1-(3-aminopyridin-4-yl)piperidin-3-ylcarbamate). Yields the product NC1=C(N=C(S1)C(=C)C)C(=O)NC=1C=NC=CC1N1C[C@H](CCC1)N ((S)-5-amino-N-(4-(3-aminopiperidin-1-yl)pyridin-3-yl)-2-(prop-1-en-2-yl)thiazole-4-carboxamide). RXN SMILES: C(OC([NH:8][C:9]1[S:13][C:12]([C:14]([CH3:16])=[CH2:15])=[N:11][C:10]=1[C:17]([OH:19])=O)=O)(C)(C)C.[NH2:20][C:21]1[CH:22]=[N:23][CH:24]=[CH:25][C:26]=1[N:27]1[CH2:32][CH2:31][CH2:30][C@H:29]([NH:33]C(=O)OC(C)(C)C)[CH2:28]1>>[NH2:8][C:9]1[S:13][C:12]([C:14]([CH3:16])=[CH2:15])=[N:11][C:10]=1[C:17]([NH:20][C:21]1[CH:22]=[N:23][CH:24]=[CH:25][C:26]=1[N:27]1[CH2:32][CH2:31][CH2:30][C@H:29]([NH2:33])[CH2:28]1)=[O:19]. Procedure: Followed the procedure as described in EXAMPLE 1, starting with 5-(tert-butoxycarbonylamino)-2-(prop-1-en-2-yl)thiazole-4-carboxylic acid and (S)-tert-butyl 1-(3-aminopyridin-4-yl)piperidin-3-ylcarbamate. Obtained the desired product as a white solid (9 mg). ESIMS m/z=359.3 (M+1).